Task: describe an organic reaction: reactants, conditions, products, and yield. Dataset: the Open Reaction Database (ORD), a public repository of structured organic reaction records Reactants: C=CC(=O)OCC, CCOCC, CC1(C)CC2CC(C)(CN2)C1. The product is CCOC(=O)CCN1CC2(C)CC1CC(C)(C)C2. As a reaction SMILES: [C:12]([CH:13]=[CH2:14])(=[O:15])[O:16][CH2:17][CH3:18].[CH3:19][CH2:20][O:21][CH2:22][CH3:23].[CH3:1][C:2]12[CH2:3][C:4]([CH3:10])([CH3:11])[CH2:5][CH:6]([NH:7][CH2:8]1)[CH2:9]2>>[CH3:1][C:2]12[CH2:3][C:4]([CH3:10])([CH3:11])[CH2:5][CH:6]([N:7]([CH2:14][CH2:13][C:12](=[O:15])[O:16][CH2:17][CH3:18])[CH2:8]1)[CH2:9]2. Reactants: CSC=1C=CC2=C(C(=NCC(=N2)NN)C2=NC=CC=C2)C1 (7-methylthio-5-(2-pyridyl)-3H-1,4-benzodiazepin-2-yl hydrazine), ClCC(=O)Cl (chloroacetyl chloride). The solvent is C(C)(=O)O (acetic acid). The product is CSC=1C=CC2=C(C(=NCC=3N2C(=NN3)CCl)C3=NC=CC=C3)C1 (8-methylthio-1-(chloromethyl)-6-(2-pyridyl)-4H-s-triazolo[4,3-a][1,4]benzodiazepine). Reaction SMILES: [CH3:1][S:2][C:3]1[CH:4]=[CH:5][C:6]2[N:12]=[C:11]([NH:13][NH2:14])[CH2:10][N:9]=[C:8]([C:15]3[CH:20]=[CH:19][CH:18]=[CH:17][N:16]=3)[C:7]=2[CH:21]=1.[Cl:22][CH2:23][C:24](Cl)=O>C(O)(=O)C>[CH3:1][S:2][C:3]1[CH:4]=[CH:5][C:6]2[N:12]3[C:24]([CH2:23][Cl:22])=[N:14][N:13]=[C:11]3[CH2:10][N:9]=[C:8]([C:15]3[CH:20]=[CH:19][CH:18]=[CH:17][N:16]=3)[C:7]=2[CH:21]=1. Procedure: According to the procedure of Preparation 2, 7-methylthio-5-(2-pyridyl)-3H-1,4-benzodiazepin-2-yl hydrazine was reacted with chloroacetyl chloride in acetic acid to give 8-methylthio-1-(chloromethyl)-6-(2-pyridyl)-4H-s-triazolo[4,3-a][1,4]benzodiazepine. Starting materials: crude product, [H-].[Na+] (Sodium hydride), CS(=O)(=O)OCCCCCCCCCCCCCCCC (hexadecyl methanesulfonate), C(CCO)O (1,3-propanediol). Run in O (water), CO (methanol), CN1CCCC1=O (NMP), CN1CCCC1=O (NMP). Conditions: temperature 0 celsius, time 2 hour. The product is C(CCCCCCCCCCCCCCC)OCCCO (3-(hexadecyloxy)propan-1-ol). Yield: 75.3%. RXN SMILES: [CH2:1]([OH:5])[CH2:2][CH2:3][OH:4].[H-].[Na+].CS(O[CH2:13][CH2:14][CH2:15][CH2:16][CH2:17][CH2:18][CH2:19][CH2:20][CH2:21][CH2:22][CH2:23][CH2:24][CH2:25][CH2:26][CH2:27][CH3:28])(=O)=O>CN1C(=O)CCC1.O.CO>[CH2:28]([O:4][CH2:3][CH2:2][CH2:1][OH:5])[CH2:27][CH2:26][CH2:25][CH2:24][CH2:23][CH2:22][CH2:21][CH2:20][CH2:19][CH2:18][CH2:17][CH2:16][CH2:15][CH2:14][CH3:13] |f:1.2|. Reported procedure: Under an inert atmosphere, e.g., nitrogen, a reactor was charged with 1,3-propanediol (4.07 kg) and NMP (30 L). The reaction was cooled to −5 to 5° C. and kept under a nitrogen atmosphere. Sodium hydride (1.07 kg, 60% in mineral oil) was cautiously added portion-wise. After the addition was complete, the reaction was stirred at room temperature for an additional 2 hours. A solution of hexadecyl methanesulfonate 4 (4.39 kg) dissolved in NMP (10 L) was added slowly to the reaction mixture at 20 to... The reactants are C12(CC3CC(CC(C1)C3)C2)CO (1-adamantanemethanol), CC1=NNC(=C1B1OC(C(O1)(C)C)(C)C)C (3,5-dimethyl-4-(4,4,5,5-tetramethyl-1,3,2-dioxaborolan-2-yl)-1H-pyrazole), C(#N)C=P(CCCC)(CCCC)CCCC (cyanomethylenetributylphosphorane). The solvent is C1(=CC=CC=C1)C (toluene). Reaction conditions: time 8 hour. Product: CC1=NN(C(=C1B1OC(C(O1)(C)C)(C)C)C)CC12CC3CC(CC(C1)C3)C2 (3,5-dimethyl-4-(4,4,5,5-tetramethyl-1,3,2-dioxaborolan-2-yl)-1-(tricyclo[3.3.1.13,7]dec-1-ylmethyl)-1H-pyrazole). RXN SMILES: [C:1]12([CH2:11]O)[CH2:10][CH:5]3[CH2:6][CH:7]([CH2:9][CH:3]([CH2:4]3)[CH2:2]1)[CH2:8]2.[CH3:13][C:14]1[C:18]([B:19]2[O:23][C:22]([CH3:25])([CH3:24])[C:21]([CH3:27])([CH3:26])[O:20]2)=[C:17]([CH3:28])[NH:16][N:15]=1.C(C=P(CCCC)(CCCC)CCCC)#N>C1(C)C=CC=CC=1>[CH3:13][C:14]1[C:18]([B:19]2[O:23][C:22]([CH3:24])([CH3:25])[C:21]([CH3:27])([CH3:26])[O:20]2)=[C:17]([CH3:28])[N:16]([CH2:11][C:1]23[CH2:10][CH:5]4[CH2:4][CH:3]([CH2:9][CH:7]([CH2:6]4)[CH2:8]2)[CH2:2]3)[N:15]=1. Procedure: To a solution of 1-adamantanemethanol (0.090 g), 3,5-dimethyl-4-(4,4,5,5-tetramethyl-1,3,2-dioxaborolan-2-yl)-1H-pyrazole (0.160 g) and cyanomethylenetributylphosphorane (0.215 g) were added and stirred together in toluene (2 mL) at room temperature. After stirring overnight the reaction was loaded directly onto silica gel and eluted using a gradient of 2% to 20% ethyl acetate/hexanes to provide the title compound. Starting materials: CC(=O)Nc1ccccc1, O=C([O-])[O-], Cc1cc(-c2ccc(I)c(C)c2)ccc1I, [Cu], [K+], [K+], O=[N+]([O-])c1ccccc1. Yields the product CC(=O)N(c1ccccc1)c1ccc(-c2ccc(I)c(C)c2)cc1C. As a reaction SMILES: [C:1]([CH3:2])(=[O:3])[NH:4][c:5]1[cH:6][cH:7][cH:8][cH:9][cH:10]1.[C:27](=[O:28])([O-:29])[O-:30].[CH3:11][c:12]1[cH:13][c:14](-[c:19]2[cH:20][c:21]([CH3:26])[c:22]([I:25])[cH:23][cH:24]2)[cH:15][cH:16][c:17]1[I:18].[Cu:33].[K+:31].[K+:32].[O-:34][N+:35]([c:36]1[cH:37][cH:38][cH:39][cH:40][cH:41]1)=[O:42]>>[C:1]([CH3:2])(=[O:3])[N:4]([c:5]1[cH:6][cH:7][cH:8][cH:9][cH:10]1)[c:22]1[c:21]([CH3:26])[cH:20][c:19](-[c:14]2[cH:13][c:12]([CH3:11])[c:17]([I:18])[cH:16][cH:15]2)[cH:24][cH:23]1.